From a dataset of the Open Reaction Database (ORD), a public repository of structured organic reaction records. describe an organic reaction: reactants, conditions, products, and yield Reactants: C(CCC)C=1NC2=CC=C(C=C2C(N1)=O)I (2-butyl-6-iodo-4(1H)-quinazolinone), tetrakis (triphenylphosphine)palladium, C(=C)[Sn] (vinyltin). The reagents and catalysts are C(C)(C)(C)C1=C(C(=CC(=C1)C)C(C)(C)C)O (2,6-di-t-butyl-4-methylphenol). Solvent: C1(=CC=CC=C1)C (toluene), CN(C=O)C (N,N-dimethylformamide). The product is C(CCC)C=1NC2=CC=C(C=C2C(N1)=O)C=C (2-Butyl-6-ethenyl-4(1H)-quinazolinone). Isolated yield 53.3%. Reaction SMILES: [CH2:1]([C:5]1[NH:6][C:7]2[C:12]([C:13](=[O:15])[N:14]=1)=[CH:11][C:10](I)=[CH:9][CH:8]=2)[CH2:2][CH2:3][CH3:4].[CH:17]([Sn])=[CH2:18]>C1(C)C=CC=CC=1.CN(C)C=O.C(C1C=C(C)C=C(C(C)(C)C)C=1O)(C)(C)C>[CH2:1]([C:5]1[NH:6][C:7]2[C:12]([C:13](=[O:15])[N:14]=1)=[CH:11][C:10]([CH:17]=[CH2:18])=[CH:9][CH:8]=2)[CH2:2][CH2:3][CH3:4] |^1:17|. Procedure details: A mixture of 12.28 g of 2-butyl-6-iodo-4(1H)-quinazolinone 0.866 g of tetrakis (triphenylphosphine)palladium, 0.015 g of 2,6-di-t-butyl-4-methylphenol in 75 ml of toluene and 20 ml of N,N-dimethylformamide is treated with 13.06 g of vinyltin followed by heating at reflux for 4 hours. The reaction mixture is cooled and concentrated in vacuo. The residue is diluted with hexanes and filtered. The filter cake is washed with hexanes and the remaining tacky solid dissolved in 100 ml of chloroform-meth... The product is OC[C@H](CC1=CC=C(C=C1)NC(=O)C=1N(C=CC1)C)N(C(OC(C)(C)C)=O)C[C@@H](COC1=CC=CC=C1)O (tert-butyl N-[(1S)-2-hydroxy-1-[4-[[(1-methyl-1H-pyrrol-2-yl)carbonyl]amino]benzyl]ethyl]-N-[(2S)-2-hydroxy-3-phenoxypropyl]carbamate). Solvent: CN(C=O)C (N,N-dimethylformamide), C(C)(=O)OCC (ethyl acetate). Reaction conditions: time 8 hour. Reactants: NC1=CC=C(C[C@@H](CO)N(C(OC(C)(C)C)=O)C[C@@H](COC2=CC=CC=C2)O)C=C1 (tert-butyl N-[(1S)-1-(4-aminobenzyl)-2-hydroxyethyl]-N-[(2S)-2-hydroxy-3-phenoxypropyl]carbamate), CN1C(=CC=C1)C(=O)O (1-methyl-1H-pyrrole-2-caroxylic acid), O.ON1N=NC2=C1C=CC=C2 (1-hydroxybenzotriazole hydrate), Cl.CN(CCCN=C=NCC)C (1-[3-(dimethylamino)propyl]-3-ethylcarbodiimide hydrochloride). Yield: 64.8%. Reported procedure: To a solution of tert-butyl N-[(1S)-1-(4-aminobenzyl)-2-hydroxyethyl]-N-[(2S)-2-hydroxy-3-phenoxypropyl]carbamate (200 mg) in N,N-dimethylformamide (2.0 ml) was added successively 1-methyl-1H-pyrrole-2-caroxylic acid (72.1 mg) and 1-hydroxybenzotriazole hydrate (77.9 mg). To the mixture was added 1-[3-(dimethylamino)propyl]-3-ethylcarbodiimide hydrochloride (110 mg) at room temperature and the mixture was stirred overnight. The mixture was diluted with ethyl acetate (20 ml) and washed with water... RXN SMILES: [NH2:1][C:2]1[CH:30]=[CH:29][C:5]([CH2:6][C@H:7]([N:10]([CH2:18][C@H:19]([OH:28])[CH2:20][O:21][C:22]2[CH:27]=[CH:26][CH:25]=[CH:24][CH:23]=2)[C:11](=[O:17])[O:12][C:13]([CH3:16])([CH3:15])[CH3:14])[CH2:8][OH:9])=[CH:4][CH:3]=1.[CH3:31][N:32]1[CH:36]=[CH:35][CH:34]=[C:33]1[C:37](O)=[O:38].O.ON1C2C=CC=CC=2N=N1.Cl.CN(C)CCCN=C=NCC>CN(C)C=O.C(OCC)(=O)C>[OH:9][CH2:8][C@@H:7]([N:10]([CH2:18][C@H:19]([OH:28])[CH2:20][O:21][C:22]1[CH:23]=[CH:24][CH:25]=[CH:26][CH:27]=1)[C:11](=[O:17])[O:12][C:13]([CH3:16])([CH3:15])[CH3:14])[CH2:6][C:5]1[CH:4]=[CH:3][C:2]([NH:1][C:37]([C:33]2[N:32]([CH3:31])[CH:36]=[CH:35][CH:34]=2)=[O:38])=[CH:30][CH:29]=1 |f:2.3,4.5|. The reactants are CO, COC(=O)c1ccc2c(C3CCCCC3)c3n(c2c1)CC(N(C)CCN(C)CCCCS(N)(=O)=O)COc1ccccc1-3, [Na+], [OH-]. Reaction SMILES: [CH3:46][OH:47].[NH2:3][S:4](=[O:5])(=[O:6])[CH2:7][CH2:8][CH2:9][CH2:10][N:11]([CH2:12][CH2:13][N:14]([CH:15]1[CH2:16][O:17][c:18]2[c:19]([cH:40][cH:41][cH:42][cH:43]2)-[c:20]2[n:21]([c:23]3[cH:24][c:25]([C:36](=[O:37])[O:38][CH3:39])[cH:26][cH:27][c:28]3[c:29]2[CH:30]2[CH2:31][CH2:32][CH2:33][CH2:34][CH2:35]2)[CH2:22]1)[CH3:44])[CH3:45].[Na+:2].[OH-:1]>>[NH2:3][S:4](=[O:5])(=[O:6])[CH2:7][CH2:8][CH2:9][CH2:10][N:11]([CH2:12][CH2:13][N:14]([CH:15]1[CH2:16][O:17][c:18]2[c:19]([cH:40][cH:41][cH:42][cH:43]2)-[c:20]2[n:21]([c:23]3[cH:24][c:25]([C:36](=[O:37])[OH:38])[cH:26][cH:27][c:28]3[c:29]2[CH:30]2[CH2:31][CH2:32][CH2:33][CH2:34][CH2:35]2)[CH2:22]1)[CH3:44])[CH3:45]. The product is CN(CCCCS(N)(=O)=O)CCN(C)C1COc2ccccc2-c2c(C3CCCCC3)c3ccc(C(=O)O)cc3n2C1. Starting materials: C1CCOC1, CC(C)(C)OC(=O)C(Cl)N1C(=O)C(NC(c2ccccc2)(c2ccccc2)c2ccccc2)C1SCC#CCOC1CCCCO1, C1COCCO1, c1ccc(P(c2ccccc2)c2ccccc2)cc1, c1ccncc1. Product: CC(C)(C)OC(=O)C(N1C(=O)C(NC(c2ccccc2)(c2ccccc2)c2ccccc2)C1SCC#CCOC1CCCCO1)=P(c1ccccc1)(c1ccccc1)c1ccccc1. RXN SMILES: [CH2:72]1[O:73][CH2:74][CH2:75][CH2:76]1.[Cl:1][CH:2]([C:3](=[O:4])[O:5][C:6]([CH3:7])([CH3:8])[CH3:9])[N:10]1[C:11](=[O:46])[CH:12]([NH:26][C:27]([c:28]2[cH:29][cH:30][cH:31][cH:32][cH:33]2)([c:34]2[cH:35][cH:36][cH:37][cH:38][cH:39]2)[c:40]2[cH:41][cH:42][cH:43][cH:44][cH:45]2)[CH:13]1[S:14][CH2:15][C:16]#[C:17][CH2:18][O:19][CH:20]1[O:21][CH2:22][CH2:23][CH2:24][CH2:25]1.[O:77]1[CH2:78][CH2:79][O:80][CH2:81][CH2:82]1.[c:47]1([P:53]([c:54]2[cH:55][cH:56][cH:57][cH:58][cH:59]2)[c:60]2[cH:61][cH:62][cH:63][cH:64][cH:65]2)[cH:48][cH:49][cH:50][cH:51][cH:52]1.[cH:66]1[cH:67][cH:68][n:69][cH:70][cH:71]1>>[C:2]([C:3](=[O:4])[O:5][C:6]([CH3:7])([CH3:8])[CH3:9])([N:10]1[C:11](=[O:46])[CH:12]([NH:26][C:27]([c:28]2[cH:29][cH:30][cH:31][cH:32][cH:33]2)([c:34]2[cH:35][cH:36][cH:37][cH:38][cH:39]2)[c:40]2[cH:41][cH:42][cH:43][cH:44][cH:45]2)[CH:13]1[S:14][CH2:15][C:16]#[C:17][CH2:18][O:19][CH:20]1[O:21][CH2:22][CH2:23][CH2:24][CH2:25]1)=[P:53]([c:47]1[cH:48][cH:49][cH:50][cH:51][cH:52]1)([c:54]1[cH:55][cH:56][cH:57][cH:58][cH:59]1)[c:60]1[cH:61][cH:62][cH:63][cH:64][cH:65]1. Reactants: solution, CC1=C(C(=O)O)C(=CC=C1[N+](=O)[O-])C (2,6-dimethyl-3-nitrobenzoic acid), O (Water). The solvent is O1CCCC1 (tetrahydrofuran). Product: CC1=C(C(=CC=C1[N+](=O)[O-])C)CO (2,6-dimethyl-3-nitrobenzene-1-methanol). Isolated yield 91.9%. Reaction SMILES: [CH3:1][C:2]1[C:10]([N+:11]([O-:13])=[O:12])=[CH:9][CH:8]=[C:7]([CH3:14])[C:3]=1[C:4](O)=[O:5].O>O1CCCC1>[CH3:1][C:2]1[C:10]([N+:11]([O-:13])=[O:12])=[CH:9][CH:8]=[C:7]([CH3:14])[C:3]=1[CH2:4][OH:5]. Procedure details: Under a dry argon atmosphere, a borane-tetrahydrofuran complex (39.7 g, 0.463 mole) as a 1M solution in tetrahydrofuran was added slowly to a stirred solution of 2,6-dimethyl-3-nitrobenzoic acid (60.2 g, 0.308 mole) in 350 ml of anhydrous tetahydrofuran. The reaction mixture was heated at 60° for approximately 18 hours. Water (20 ml) was slowly added to the reaction mixture, and the resultant mixture was concentrated under reduced pressure to give a residue. The residue was washed with three 100...